Dataset: the Open Reaction Database (ORD), a public repository of structured organic reaction records. Task: describe an organic reaction: reactants, conditions, products, and yield The reactants are ClC1=NN=C(C2=CC(=CC=C12)C#N)Cl (1,4-Dichlorophthalazine-6-carbonitrile), Cl.C(C)C=1C=C(CN)C=CC1OC (3-ethyl-4-methoxybenzylamine hydrochloride), C1CCC2=NCCCN2CC1 (DBU). Run in CN1C(CCC1)=O (1-methyl-2-pyrrolidinone). Product: ClC1=NN=C(C2=CC(=CC=C12)C#N)NCC1=CC(=C(C=C1)OC)CC (1-chloro-4-[(3-ethyl-4-methoxybenzyl)amino]-6-phthalazine carbonitrile). Reaction SMILES: [Cl:1][C:2]1[C:11]2[C:6](=[CH:7][C:8]([C:12]#[N:13])=[CH:9][CH:10]=2)[C:5](Cl)=[N:4][N:3]=1.Cl.[CH2:16]([C:18]1[CH:19]=[C:20]([CH:23]=[CH:24][C:25]=1[O:26][CH3:27])[CH2:21][NH2:22])[CH3:17].C1CCN2C(=NCCC2)CC1>CN1CCCC1=O>[Cl:1][C:2]1[C:11]2[C:6](=[CH:7][C:8]([C:12]#[N:13])=[CH:9][CH:10]=2)[C:5]([NH:22][CH2:21][C:20]2[CH:23]=[CH:24][C:25]([O:26][CH3:27])=[C:18]([CH2:16][CH3:17])[CH:19]=2)=[N:4][N:3]=1 |f:1.2|. Reported procedure: 1,4-Dichlorophthalazine-6-carbonitrile and 3-ethyl-4-methoxybenzylamine hydrochloride were stirred at room temperature in 1-methyl-2-pyrrolidinone in the presence of DBU, whereby 1-chloro-4-[(3-ethyl-4-methoxybenzyl)amino]-6-phthalazine carbonitrile was obtained as a less polar compound. Run in C(C)(=O)OCC.CCCCCC (ethyl acetate hexane), C(C)(=O)O (acetic acid). Reaction conditions: temperature 60 celsius. The reactants are C([O-])([O-])=O.[K+].[K+] (potassium carbonate), CN(C=CC=C(C#N)C=1C=NC=CC1)C (α-[3-(dimethylamino)-2-propenylidene]-3-pyridineacetonitrile), Cl (hydrogen chloride), ice, [Si]([O-])([O-])([O-])[O-].[Mg+2].[Mg+2] (magnesium silicate). The product is ClC1=NC=CC=C1C=1C=NC=CC1 (2-chloro-3,3'-bipyridine). Procedure details: A 3.0 g portion of α-[3-(dimethylamino)-2-propenylidene]-3-pyridineacetonitrile was dissolved in 100 ml of glacial acetic acid. Dry hydrogen chloride gas (about 2.5 g) was introduced and the solution was heated at 60° C. for 3 hours. The reaction was cooled to 20° C. and then poured onto 200 g of ice. The solution was basified with potassium carbonate and then extracted with four 100 ml portions of methylene chloride. The organic extracts were combined, dried and the solvent removed at reduced p... Reaction SMILES: CN(C)[CH:3]=[CH:4][CH:5]=[C:6]([C:9]1[CH:10]=[N:11][CH:12]=[CH:13][CH:14]=1)[C:7]#[N:8].[ClH:16].C(=O)([O-])[O-].[K+].[K+].[Si]([O-])([O-])([O-])[O-].[Mg+2].[Mg+2]>C(O)(=O)C.C(OCC)(=O)C.CCCCCC>[Cl:16][C:10]1[C:9]([C:6]2[CH:7]=[N:8][CH:3]=[CH:4][CH:5]=2)=[CH:14][CH:13]=[CH:12][N:11]=1 |f:2.3.4,5.6.7,9.10|. The reactants are Cc1ccccc1C(=O)c1ccc(C(=O)O)o1, Cl, [K+], NN, [OH-], O, O, OCCOCCO. The product is Cc1ccccc1Cc1ccc(C(=O)O)o1. As a reaction SMILES: [CH3:1][c:2]1[c:3]([C:4](=[O:5])[c:6]2[cH:7][cH:8][c:9]([C:11](=[O:12])[OH:13])[o:10]2)[cH:14][cH:15][cH:16][cH:17]1.[ClH:23].[K+:19].[NH2:21][NH2:22].[OH-:18].[OH2:20].[OH2:31].[OH:24][CH2:25][CH2:26][O:27][CH2:28][CH2:29][OH:30]>>[CH3:1][c:2]1[c:3]([CH2:4][c:6]2[cH:7][cH:8][c:9]([C:11](=[O:12])[OH:13])[o:10]2)[cH:14][cH:15][cH:16][cH:17]1. Reactants: [BH4-].[Li+] (lithium borohydride), C(C)OC(=O)C1CCN(CC1)C=1C2=C(N=C(N1)C)N(C(C2C)=O)C2=C(C=C(C=C2C)Br)C (1-[7-(4-bromo-2,6-dimethylphenyl)-2,5-dimethyl-6-oxo-6,7-dihydro-5H-pyrrolo[2,3-d]pyrimidin-4-yl]piperidine-4-carboxylic acid ethyl ester), [OH-].[Na+] (NaOH), Cl (HCl). Run in O1CCCC1 (tetrahydrofuran), O1CCCC1 (tetrahydrofuran), CO (methanol). Run at time 3 hour. Yields the product BrC1=CC(=C(C(=C1)C)N1C=C(C2=C1N=C(N=C2N2CCC(CC2)CO)C)C)C ({1-[7-(4-bromo-2,6-dimethylphenyl)-2,5-dimethyl-7H-pyrrolo[2,3-d]pyrimidin-4-yl]piperidin-4-yl}methanol). Yield: 86.7%. Reaction SMILES: [BH4-].[Li+].C([O:5][C:6]([CH:8]1[CH2:13][CH2:12][N:11]([C:14]2[C:15]3[CH:23]([CH3:24])[C:22](=O)[N:21]([C:26]4[C:31]([CH3:32])=[CH:30][C:29]([Br:33])=[CH:28][C:27]=4[CH3:34])[C:16]=3[N:17]=[C:18]([CH3:20])[N:19]=2)[CH2:10][CH2:9]1)=O)C.Cl.[OH-].[Na+]>O1CCCC1.CO>[Br:33][C:29]1[CH:30]=[C:31]([CH3:32])[C:26]([N:21]2[C:16]3[N:17]=[C:18]([CH3:20])[N:19]=[C:14]([N:11]4[CH2:12][CH2:13][CH:8]([CH2:6][OH:5])[CH2:9][CH2:10]4)[C:15]=3[C:23]([CH3:24])=[CH:22]2)=[C:27]([CH3:34])[CH:28]=1 |f:0.1,4.5|. Procedure: To a solution of lithium borohydride (2.61 g) in tetrahydrofuran (60 mL) was added a solution of 1-[7-(4-bromo-2,6-dimethylphenyl)-2,5-dimethyl-6-oxo-6,7-dihydro-5H-pyrrolo[2,3-d]pyrimidin-4-yl]piperidine-4-carboxylic acid ethyl ester (6.0 g) in a mixture of tetrahydrofuran (60 mL) and methanol (3 mL) dropwise over 10 minutes under ice-cooling. The reaction mixture was warmed up to room temperature and stirred for 3 hours. After cooling with an ice-bath, 6 M HCl aqueous solution (30 mL) was adde... Starting materials: FC1=C(C(=NN1C)C(F)F)C(=O)OCC (ethyl 5-fluoro-1-methyl-3-difluoromethyl-1H-pyrazole-4-carboxylate), O=S(Cl)Cl (SOCl2). Run in C1(=CC=CC=C1)C (toluene), [OH-].[Na+] (NaOH). Conditions: temperature 80 celsius. Product: FC1=C(C(=NN1C)C(F)F)C(=O)Cl (5-Fluoro-1-methyl-3-difluoromethyl-1H-pyrazole-4-carbonyl chloride). As a reaction SMILES: [F:1][C:2]1[N:6]([CH3:7])[N:5]=[C:4]([CH:8]([F:10])[F:9])[C:3]=1[C:11]([O:13]CC)=O.O=S(Cl)[Cl:18]>C1(C)C=CC=CC=1.[OH-].[Na+]>[F:1][C:2]1[N:6]([CH3:7])[N:5]=[C:4]([CH:8]([F:10])[F:9])[C:3]=1[C:11]([Cl:18])=[O:13] |f:3.4|. Reported procedure: A solution of 22.3 g (100 mmol) of ethyl 5-fluoro-1-methyl-3-difluoromethyl-1H-pyrazole-4-carboxylate in 100 ml of toluene and 50 ml of 10% NaOH are stirred at AT for 3 hours. The aqueous phase is separated and adjusted to pH 5 with HCl. After extracting the product with chlorobenzene and azeotropically drying the organic phase, 23.8 g (200 mmol) of SOCl2 are added to the solution and the mixture is heated at 80° C. for 2 hours. After evaporating the reaction mixture, 20.1 g of the product are o... Procedure: (S)-Lactic acid (3.0 g; 28 mmol) was dissolved in methanol (5 cm3) and added to a solution of 2-aminopyrimidine (2.7 g; 28 mmol) in methanol (5 cm3). The resulting white product was collected by filtration, recrystallized from water, and dried in vacuo. Found: C, 58.0%; H, 5.4%; N, 16.8%. Calculated for C12H13N3O3 : C, 58.28%; N, 5.31%; N, 17.00%. M.pt. 125°-127° C. Reactants: C([C@@H](O)C)(=O)O ((S)-Lactic acid), NC1=NC=CC=N1 (2-aminopyrimidine). As a reaction SMILES: [C:1]([OH:6])(=[O:5])[C@H:2]([CH3:4])[OH:3].[NH2:7][C:8]1[N:13]=[CH:12][CH:11]=[CH:10][N:9]=1>CO>[C:1]([O-:6])(=[O:5])[C@H:2]([CH3:4])[OH:3].[NH2:7][C:8]1[N:13]=[CH:12][CH:11]=[CH:10][NH+:9]=1 |f:3.4|. The product is C([C@@H](O)C)(=O)[O-].NC1=[NH+]C=CC=N1 (2-aminopyrimidinium (S)-lactate). The solvent is CO (methanol), CO (methanol).